From a dataset of the Open Reaction Database (ORD), a public repository of structured organic reaction records. describe an organic reaction: reactants, conditions, products, and yield RXN SMILES: [NH2:1][C:2]1[CH:16]=[CH:15][CH:14]=[CH:13][C:3]=1[O:4][CH2:5][CH2:6][CH2:7][C:8]([O:10]CC)=[O:9].[CH3:17][C:18]1[CH:46]=[CH:45][CH:44]=[CH:43][C:19]=1[CH:20]([N:28]1[C:36]2[C:31](=[CH:32][C:33](/[C:37](/[CH3:42])=[CH:38]/[C:39](O)=[O:40])=[CH:34][CH:35]=2)[CH:30]=[CH:29]1)[C:21]1[CH:26]=[CH:25][CH:24]=[CH:23][C:22]=1[CH3:27]>>[CH3:17][C:18]1[CH:46]=[CH:45][CH:44]=[CH:43][C:19]=1[CH:20]([N:28]1[C:36]2[C:31](=[CH:32][C:33](/[C:37](/[CH3:42])=[CH:38]/[C:39]([NH:1][C:2]3[CH:16]=[CH:15][CH:14]=[CH:13][C:3]=3[O:4][CH2:5][CH2:6][CH2:7][C:8]([OH:10])=[O:9])=[O:40])=[CH:34][CH:35]=2)[CH:30]=[CH:29]1)[C:21]1[CH:26]=[CH:25][CH:24]=[CH:23][C:22]=1[CH3:27]. Reported procedure: 0.55 g of amorphous compound 72 was obtained in a similar manner to those described in the Examples 1 and 2 using 0.63 g of ethyl 4-(2-aminophenoxy)butyrate and 0.56 g of 3-[1-[2,2'-dimethylbenzhydryl)indol-5-yl] isocrotonic acid obtained according to the procedures described in the Reference Examples 1-4. The product is CC1=C(C(C2=C(C=CC=C2)C)N2C=CC3=CC(=CC=C23)/C(=C/C(=O)NC2=C(OCCCC(=O)O)C=CC=C2)/C)C=CC=C1 (4-{2-[3-[1-[2,2'-dimethylbenzhydryl)indol-5-yl] isocrotonoylamino]phenoxy}butyric acid). Reactants: amorphous compound 72, NC1=C(OCCCC(=O)OCC)C=CC=C1 (ethyl 4-(2-aminophenoxy)butyrate), CC1=C(C(C2=C(C=CC=C2)C)N2C=CC3=CC(=CC=C23)/C(=C/C(=O)O)/C)C=CC=C1 (3-[1-[2,2'-dimethylbenzhydryl)indol-5-yl] isocrotonic acid). Reactants: O[C@@H](CC)C1=C(C=CC=C1)[C@@H](CC)O ((R,S)-1-[2-(1-Hydroxy-propyl)-phenyl]-propan-1-ol), N1=CC=CC=C1 (pyridine), C1(=CC=CC=C1)P(=O)(Cl)Cl (phenyl phosphonic acid dichloride), Cl.[NH+]1=CC=CC=C1 (pyridinium hydrochloride), crude mixture, Cl (HCl). The product is C(C)[C@H]1OP(O[C@H](C2=C1C=CC=C2)CC)(C2=CC=CC=C2)=O ((1R,5S)-1,5-Diethyl-3-phenyl-1,5-dihydro-benzo[e][1,3,2]dioxa-phosphepine-3-oxide). RXN SMILES: [OH:1][C@H:2]([C:5]1[CH:10]=[CH:9][CH:8]=[CH:7][C:6]=1[C@H:11]([OH:14])[CH2:12][CH3:13])[CH2:3][CH3:4].N1C=CC=CC=1.[C:21]1([P:27](Cl)(Cl)=[O:28])[CH:26]=[CH:25][CH:24]=[CH:23][CH:22]=1.Cl.[NH+]1C=CC=CC=1.Cl>>[CH2:3]([C@@H:2]1[C:5]2[CH:10]=[CH:9][CH:8]=[CH:7][C:6]=2[C@H:11]([CH2:12][CH3:13])[O:14][P:27](=[O:28])([C:21]2[CH:26]=[CH:25][CH:24]=[CH:23][CH:22]=2)[O:1]1)[CH3:4] |f:3.4|. Procedure: To a solution of (R,S)-1-[2-(1-Hydroxy-propyl)-phenyl]-propan-1-ol (1.0 g, 5.15 mmol) in pyridine (1.22 g, 15.4 mmol) was added under exclusion of moisture phenyl phosphonic acid dichloride (1.0 g, 5.15 mmol). There is an exotherm and instant formation of pyridinium hydrochloride. The mixture was stirred over night. By 31P-NMR of the crude mixture there was complete conversion, and only one of two possible diastereoisomers present. After addition of HCl (5 ml of 4 N solution) the product was ext... The reactants are C1CCOC1, COC(=O)c1sc(Br)cc1N(C(=O)C1CCC(C)CC1)C1COC(C)(C)OC1, Cl, [Na+], O=C([O-])O. Yields the product COC(=O)c1sc(Br)cc1N(C(=O)C1CCC(C)CC1)C(CO)CO. Reaction SMILES: [CH2:35]1[O:36][CH2:37][CH2:38][CH2:39]1.[CH3:1][O:2][C:3](=[O:4])[c:5]1[s:6][c:7]([Br:28])[cH:8][c:9]1[N:10]([C:11](=[O:12])[CH:13]1[CH2:14][CH2:15][CH:16]([CH3:19])[CH2:17][CH2:18]1)[CH:20]1[CH2:21][O:22][C:23]([CH3:26])([CH3:27])[O:24][CH2:25]1.[ClH:29].[Na+:34].[O-:30][C:31]([OH:32])=[O:33]>>[CH3:1][O:2][C:3](=[O:4])[c:5]1[s:6][c:7]([Br:28])[cH:8][c:9]1[N:10]([C:11](=[O:12])[CH:13]1[CH2:14][CH2:15][CH:16]([CH3:19])[CH2:17][CH2:18]1)[CH:20]([CH2:21][OH:22])[CH2:25][OH:24].